From a dataset of the Open Reaction Database (ORD), a public repository of structured organic reaction records. describe an organic reaction: reactants, conditions, products, and yield The reactants are CC(=O)OC(C)=O, Cl, CCCCCCCC(=O)N1CCCC1C(=O)N1CCCC1C(=O)CO, c1ccncc1. Product: CCCCCCCC(=O)N1CCCC1C(=O)N1CCCC1C(=O)COC(C)=O. As a reaction SMILES: [CH3:1][C:2](=[O:3])[O:4][C:5](=[O:6])[CH3:7].[ClH:33].[OH:8][CH2:9][C:10](=[O:11])[CH:12]1[N:13]([C:17](=[O:18])[CH:19]2[N:20]([C:24]([CH2:25][CH2:26][CH2:27][CH2:28][CH2:29][CH2:30][CH3:31])=[O:32])[CH2:21][CH2:22][CH2:23]2)[CH2:14][CH2:15][CH2:16]1.[cH:34]1[cH:35][cH:36][n:37][cH:38][cH:39]1>>[CH3:1][C:2](=[O:3])[O:8][CH2:9][C:10](=[O:11])[CH:12]1[N:13]([C:17](=[O:18])[CH:19]2[N:20]([C:24]([CH2:25][CH2:26][CH2:27][CH2:28][CH2:29][CH2:30][CH3:31])=[O:32])[CH2:21][CH2:22][CH2:23]2)[CH2:14][CH2:15][CH2:16]1. Reactants: C(C)(=O)OC1=CC(=C2C(=NC=NC2=C1)Cl)OC1CCCC1 (7-acetoxy-4-chloro-5-cyclopentyloxyquinazoline), N (ammonia). The solvent is CO (methanol). Product: ClC1=NC=NC2=CC(=CC(=C12)OC1CCCC1)O (4-chloro-5-cyclopentyloxy-7-hydroxyquinazoline). Yield: 77.6%. RXN SMILES: C([O:4][C:5]1[CH:14]=[C:13]2[C:8]([C:9]([Cl:15])=[N:10][CH:11]=[N:12]2)=[C:7]([O:16][CH:17]2[CH2:21][CH2:20][CH2:19][CH2:18]2)[CH:6]=1)(=O)C.N>CO>[Cl:15][C:9]1[C:8]2[C:13](=[CH:14][C:5]([OH:4])=[CH:6][C:7]=2[O:16][CH:17]2[CH2:21][CH2:20][CH2:19][CH2:18]2)[N:12]=[CH:11][N:10]=1. Procedure details: A mixture of 7-acetoxy-4-chloro-5-cyclopentyloxyquinazoline (1 g), a saturated methanolic ammonia solution (10 ml) and methanol (10 ml) was stirred at ambient temperature for 30 minutes. The mixture was evaporated and the residue was triturated under water. The resultant solid was isolated, washed with water and dried under vacuum to give 4-chloro-5-cyclopentyloxy-7-hydroxyquinazoline (0.67 g); NMR Spectrum: (DMSOd6) 1.6-1.75 (m, 2H), 1.75-1.85 (m, 2H), 1.85-2.05 (m, 4H), 5.0 (m, 1H), 6.72 (d, 1...